This data is from the Open Reaction Database (ORD), a public repository of structured organic reaction records. The task is: describe an organic reaction: reactants, conditions, products, and yield Starting materials: C1CCOC1, CCOC(=O)c1nc(Cl)sc1-c1ccccc1, Cl, [K+], [OH-]. Yields the product O=C(O)c1nc(Cl)sc1-c1ccccc1. RXN SMILES: [CH2:21]1[O:22][CH2:23][CH2:24][CH2:25]1.[Cl:1][c:2]1[s:3][c:4](-[c:12]2[cH:13][cH:14][cH:15][cH:16][cH:17]2)[c:5]([C:7](=[O:8])[O:9][CH2:10][CH3:11])[n:6]1.[ClH:20].[K+:19].[OH-:18]>>[Cl:1][c:2]1[s:3][c:4](-[c:12]2[cH:13][cH:14][cH:15][cH:16][cH:17]2)[c:5]([C:7](=[O:8])[OH:9])[n:6]1. The reactants are O=C(O)C=Cc1ccc(NC2CCN(C(=O)c3ccccc3)CC2)nc1, CCN=C=NCCCN(C)C, CCOC(C)=O, Cl, NOC1CCCCO1, CN(C)C=O, O, On1nnc2ccccc21. Product: O=C(C=Cc1ccc(NC2CCN(C(=O)c3ccccc3)CC2)nc1)NOC1CCCCO1. Reaction SMILES: [C:1]([c:2]1[cH:3][cH:4][cH:5][cH:6][cH:7]1)(=[O:8])[N:9]1[CH2:10][CH2:11][CH:12]([NH:15][c:16]2[cH:17][cH:18][c:19]([CH:22]=[CH:23][C:24](=[O:25])[OH:26])[cH:20][n:21]2)[CH2:13][CH2:14]1.[CH3:35][CH2:36][N:37]=[C:38]=[N:39][CH2:40][CH2:41][CH2:42][N:43]([CH3:44])[CH3:45].[CH3:62][CH2:63][O:64][C:65]([CH3:66])=[O:67].[ClH:46].[O:27]1[CH:28]([O:33][NH2:34])[CH2:29][CH2:30][CH2:31][CH2:32]1.[O:57]=[CH:58][N:59]([CH3:60])[CH3:61].[OH2:68].[OH:47][n:48]1[c:49]2[c:50]([cH:51][cH:52][cH:53][cH:54]2)[n:55][n:56]1>>[C:1]([c:2]1[cH:3][cH:4][cH:5][cH:6][cH:7]1)(=[O:8])[N:9]1[CH2:10][CH2:11][CH:12]([NH:15][c:16]2[cH:17][cH:18][c:19]([CH:22]=[CH:23][C:24](=[O:26])[NH:34][O:33][CH:28]3[O:27][CH2:32][CH2:31][CH2:30][CH2:29]3)[cH:20][n:21]2)[CH2:13][CH2:14]1.